Dataset: the Open Reaction Database (ORD), a public repository of structured organic reaction records. Task: describe an organic reaction: reactants, conditions, products, and yield Starting materials: O=P(Cl)(Cl)Cl (POCl3), ice water, C1(=CC=CC=C1)N(C1=CC=CC=C1)C1=CC=CC=C1 (triphenylamine), resultant mixture, O.O.O.C(C)(=O)[O-].[Na+] (sodium acetate trihydrate). Isolated yield 73.0%. Run at temperature 0 celsius. The solvent is CC(=O)C (dimethylformaldehyde). RXN SMILES: O=P(Cl)(Cl)Cl.[C:6]1([N:12]([C:19]2[CH:24]=[CH:23][CH:22]=[CH:21][CH:20]=2)[C:13]2[CH:18]=[CH:17][CH:16]=[CH:15][CH:14]=2)[CH:11]=[CH:10][CH:9]=[CH:8][CH:7]=1.O.O.O.[C:28]([O-])(=[O:30])C.[Na+]>CC(C)=O>[C:19]1([N:12]([C:6]2[CH:7]=[CH:8][CH:9]=[CH:10][CH:11]=2)[C:13]2[CH:18]=[CH:17][C:16]([CH:28]=[O:30])=[CH:15][CH:14]=2)[CH:20]=[CH:21][CH:22]=[CH:23][CH:24]=1 |f:2.3.4.5.6|. Product: C1(=CC=CC=C1)N(C1=CC=C(C=O)C=C1)C1=CC=CC=C1 (4-(diphenylamino)benzaldehyde). Reported procedure: 30 mL of dimethylformaldehyde (DMF) was put into a 250 mL flask, cooled to 0° C. and 3.8 mL of POCl3 was slowly added thereto. Then, 10 g of triphenylamine was added to the resultant mixture and heated to 70° C. for 5 hours. The reaction container was cooled to room temperature and then a reactant solution was poured into ice water. Subsequently, 40 g of sodium acetate trihydrate was put for neutralization and then an organic layer was separated with methylenechloride. The obtained organic layer... Run in O (Water). The product is FC=1C=CC(=C(C(=O)OC)C1)OCOC (Methyl 5-fluoro-2-(methoxymethoxy)benzoate). Reaction SMILES: C(N(CC)C(C)C)(C)C.[CH3:10][O:11][CH2:12]Cl.ClCCl.[F:17][C:18]1[CH:19]=[CH:20][C:21]([OH:28])=[C:22]([CH:27]=1)[C:23]([O:25][CH3:26])=[O:24]>O>[F:17][C:18]1[CH:19]=[CH:20][C:21]([O:28][CH2:10][O:11][CH3:12])=[C:22]([CH:27]=1)[C:23]([O:25][CH3:26])=[O:24]. The reactants are C(C)(C)N(C(C)C)CC (N,N-diisopropylethylamine), COCCl (chloromethyl methyl ether), ClCCl (dichloromethane), FC=1C=CC(=C(C(=O)OC)C1)O (methyl 5-fluoro-2-hydroxybenzoate). Reported procedure: N,N-diisopropylethylamine (15.4 ml) and chloromethyl methyl ether (4.91 ml) were added to a dichloromethane (100 ml) solution of methyl 5-fluoro-2-hydroxybenzoate (10 g), while the solution was stirred under cooling on ice. The obtained mixture was stirred at room temperature for 14 hours. Water was added to the reaction solution, and the mixture was extracted with dichloromethane. The obtained organic layer was dried over magnesium sulfate and then concentrated under reduced pressure, so as to ... Reactants: C(CCCCCCC\C=C/CCCCCCCC)(=O)O (oleic acid), C(CCCCCCC\C=C/C\C=C/CCCCC)(=O)O (linoleic acid), H2WO4, O=O (oxygen), OO (H2O2), OO (H2O2), O (water), OO (H2O2). The reagents and catalysts are C(C)(=O)[O-].[Co+2].C(C)(=O)[O-] (cobalt acetate). Conditions: temperature 70 celsius, time 1.5 hour. The product is C(CCCCCCCC(=O)O)(=O)O (azelaic acid), C(CCCCCCCC)(=O)O (pelargonic acid). Isolated yield 70.0%. RXN SMILES: [C:1]([OH:20])(=[O:19])[CH2:2][CH2:3][CH2:4][CH2:5][CH2:6][CH2:7][CH2:8]/[CH:9]=C\CCCCCCCC.[C:21]([OH:40])(=[O:39])[CH2:22][CH2:23][CH2:24][CH2:25][CH2:26][CH2:27][CH2:28]/[CH:29]=C\C/C=C\CCCCC.OO.O=O.[OH2:45]>C([O-])(=O)C.[Co+2].C([O-])(=O)C>[C:1]([OH:20])(=[O:19])[CH2:2][CH2:3][CH2:4][CH2:5][CH2:6][CH2:7][CH2:8][C:9]([OH:39])=[O:45].[C:21]([OH:40])(=[O:39])[CH2:22][CH2:23][CH2:24][CH2:25][CH2:26][CH2:27][CH2:28][CH3:29] |f:5.6.7|. Reported procedure: Into a 500 ml round bottomed flask equipped with a mechanical stirrer, thermometer, dropping funnel, gas influx tube and a condenser, 100 g of crude oleic acid (80% purity) containing 9% linoleic acid and 0.75 g of H2WO4 is added. The stirred mixture is brought to 60°-65° C. and 28 g of 60% w/w H2O2 is added. The H2O2 is gradually added over about 30 mins in order to maintain the temperature between 65°-75° C. Once the addition of H2O2 is completed the mixture is left at that temperature for 1.5... The reactants are CC(=O)[O-], CC(=O)O, CCOC(C)=O, [Na+], O=C1CSC(=S)N1, O=Cc1c(-c2ccccc2)nn2ccccc12. The product is O=C1NC(=S)SC1=Cc1c(-c2ccccc2)nn2ccccc12. As a reaction SMILES: [CH3:26][C:27](=[O:28])[O-:29].[CH3:30][C:31](=[O:32])[OH:33].[CH3:34][CH2:35][O:36][C:37](=[O:38])[CH3:39].[Na+:25].[S:18]1[C:19](=[S:20])[NH:21][C:22](=[O:23])[CH2:24]1.[c:1]1(-[c:7]2[n:8][n:9]3[c:10]([cH:11][cH:12][cH:13][cH:14]3)[c:15]2[CH:16]=[O:17])[cH:2][cH:3][cH:4][cH:5][cH:6]1>>[c:1]1(-[c:7]2[n:8][n:9]3[c:10]([cH:11][cH:12][cH:13][cH:14]3)[c:15]2[CH:16]=[C:24]2[S:18][C:19](=[S:20])[NH:21][C:22]2=[O:23])[cH:2][cH:3][cH:4][cH:5][cH:6]1.